This data is from the Open Reaction Database (ORD), a public repository of structured organic reaction records. The task is: describe an organic reaction: reactants, conditions, products, and yield The reactants are O=C1CCC(=O)N1Br, C=C(OCCCC)c1ccnc2c(F)cc(OC)cc12, C1CCOC1, O. Product: COc1cc(F)c2nccc(C(=O)CBr)c2c1. Reaction SMILES: [Br:21][N:22]1[C:23](=[O:24])[CH2:25][CH2:26][C:27]1=[O:28].[CH2:1]([CH2:2][CH2:3][CH3:4])[O:5][C:6](=[CH2:7])[c:8]1[cH:9][cH:10][n:11][c:12]2[c:13]([F:20])[cH:14][c:15]([O:18][CH3:19])[cH:16][c:17]12.[CH2:29]1[O:30][CH2:31][CH2:32][CH2:33]1.[OH2:34]>>[CH2:5]([C:6](=[O:7])[c:8]1[cH:9][cH:10][n:11][c:12]2[c:13]([F:20])[cH:14][c:15]([O:18][CH3:19])[cH:16][c:17]12)[Br:21]. Starting materials: O=C[C@H](O)[C@@H](O)[C@H](O)[C@H](O)CO (Glucose), C(C)O (ethanol). Reaction conditions: temperature 80 celsius, time 16 hour. Yields the product O(C1[C@H](O)[C@@H](O)[C@H](O)[C@H](O1)CO)CC (ethyl D-glucopyranoside). As a reaction SMILES: [O:1]=[CH:2][C@@H:3]([C@H:5]([C@@H:7]([C@@H:9]([CH2:11][OH:12])[OH:10])[OH:8])[OH:6])[OH:4].[CH2:13](O)[CH3:14]>>[O:1]([CH2:13][CH3:14])[CH:2]1[O:10][C@H:9]([CH2:11][OH:12])[C@@H:7]([OH:8])[C@H:5]([OH:6])[C@H:3]1[OH:4]. Reported procedure: Glucose (500 g, 2.78 mol) and a strong acid cation exchange resin (100 g Amberlyst™ 15, BDH Chemicals) was suspended in ethanol (2000 ml, 34.3 mol) The mixture was stirred at 80° C. for 16 hours. The progress of the reaction was followed by HPLC. The ion exchange resin was removed by filtration and the solution was treated with activated carbon (10 g). After filtration the ethanol was removed in vacuo giving ethyl D-glucopyranoside (a 1:1 mixture of α and β anomers) as a syrup (578 g, quantitati... Reactants: C1COCCN1, CCO, COc1cc2nc(Cl)n3cnnc3c2cc1OC. Product: COc1cc2nc(N3CCOCC3)n3cnnc3c2cc1OC. Reaction SMILES: [CH2:19]1[CH2:20][O:21][CH2:22][CH2:23][NH:24]1.[CH3:25][CH2:26][OH:27].[Cl:1][c:2]1[n:3][c:4]2[cH:5][c:6]([O:17][CH3:18])[c:7]([O:15][CH3:16])[cH:8][c:9]2[c:10]2[n:11]1[cH:12][n:13][n:14]2>>[c:2]1([N:24]2[CH2:19][CH2:20][O:21][CH2:22][CH2:23]2)[n:3][c:4]2[cH:5][c:6]([O:17][CH3:18])[c:7]([O:15][CH3:16])[cH:8][c:9]2[c:10]2[n:11]1[cH:12][n:13][n:14]2. Starting materials: C(CCC)C1=NOC(=C1/C=C/C=1SC(=C(N1)C)C(=O)O)C (2-[(E)-2-(3-butyl-5-methyl-isoxazol-4-yl)-vinyl]-4-methyl-thiazole-5-carboxylic acid), C1(CCC1)N (cyclobutylamine). Yields the product C1(CCC1)NC(=O)C1=C(N=C(S1)\C=C\C=1C(=NOC1C)CCCC)C (2-[(E)-2-(3-Butyl-5-methyl-isoxazol-4-yl)-vinyl]-4-methyl-thiazole-5-carboxylic acid cyclobutylamide). Isolated yield 15.0%. RXN SMILES: [CH2:1]([C:5]1[C:9](/[CH:10]=[CH:11]/[C:12]2[S:13][C:14]([C:18]([OH:20])=O)=[C:15]([CH3:17])[N:16]=2)=[C:8]([CH3:21])[O:7][N:6]=1)[CH2:2][CH2:3][CH3:4].[CH:22]1([NH2:26])[CH2:25][CH2:24][CH2:23]1>>[CH:22]1([NH:26][C:18]([C:14]2[S:13][C:12](/[CH:11]=[CH:10]/[C:9]3[C:5]([CH2:1][CH2:2][CH2:3][CH3:4])=[N:6][O:7][C:8]=3[CH3:21])=[N:16][C:15]=2[CH3:17])=[O:20])[CH2:25][CH2:24][CH2:23]1. Procedure: As described for example 108, 2-[(E)-2-(3-butyl-5-methyl-isoxazol-4-yl)-vinyl]-4-methyl-thiazole-5-carboxylic acid (400 mg, 1.3 mmol) was converted, using cyclobutylamine instead of 3,3-difluoroazetidine hydrochloride, to the title compound (68 mg, 15%) which was obtained as a white solid. MS: m/e=360.2 [M+H]+.